From a dataset of the Open Reaction Database (ORD), a public repository of structured organic reaction records. describe an organic reaction: reactants, conditions, products, and yield Reactants: C1CCOC1, CCCC[N+](CCCC)(CCCC)CCCC, CCOC(C)=O, [F-], COC(=O)Cn1c(C(=O)OC)c(N)c2c(-c3ccc(OCCO[Si](C)(C)C(C)(C)C)cc3)c(C#N)c(SCc3csc(-c4ccc(Cl)cc4)n3)nc21. The product is COC(=O)Cn1c(C(=O)OC)c(N)c2c(-c3ccc(OCCO)cc3)c(C#N)c(SCc3csc(-c4ccc(Cl)cc4)n3)nc21. As a reaction SMILES: [CH2:71]1[O:72][CH2:73][CH2:74][CH2:75]1.[CH3:54][CH2:55][CH2:56][CH2:57][N+:58]([CH2:59][CH2:60][CH2:61][CH3:62])([CH2:63][CH2:64][CH2:65][CH3:66])[CH2:67][CH2:68][CH2:69][CH3:70].[CH3:76][CH2:77][O:78][C:79](=[O:80])[CH3:81].[F-:53].[NH2:1][c:2]1[c:3]([C:49](=[O:50])[O:51][CH3:52])[n:4]([CH2:44][C:45](=[O:46])[O:47][CH3:48])[c:5]2[n:6][c:7]([S:30][CH2:31][c:32]3[n:33][c:34](-[c:37]4[cH:38][cH:39][c:40]([Cl:43])[cH:41][cH:42]4)[s:35][cH:36]3)[c:8]([C:28]#[N:29])[c:9](-[c:11]3[cH:12][cH:13][c:14]([O:17][CH2:18][CH2:19][O:20][Si:21]([C:22]([CH3:23])([CH3:24])[CH3:25])([CH3:26])[CH3:27])[cH:15][cH:16]3)[c:10]12>>[NH2:1][c:2]1[c:3]([C:49](=[O:50])[O:51][CH3:52])[n:4]([CH2:44][C:45](=[O:46])[O:47][CH3:48])[c:5]2[n:6][c:7]([S:30][CH2:31][c:32]3[n:33][c:34](-[c:37]4[cH:38][cH:39][c:40]([Cl:43])[cH:41][cH:42]4)[s:35][cH:36]3)[c:8]([C:28]#[N:29])[c:9](-[c:11]3[cH:12][cH:13][c:14]([O:17][CH2:18][CH2:19][OH:20])[cH:15][cH:16]3)[c:10]12.